Dataset: the Open Reaction Database (ORD), a public repository of structured organic reaction records. Task: describe an organic reaction: reactants, conditions, products, and yield Starting materials: C1(=CC=CC=C1)N1C(=C(C2=CC=CC=C12)CCCN1CCC(CC1)C=1C=C(C=CC1)NC(C(C)C)=O)C1=CC=CC=C1 (N-(3-{1-[3-(1,2-diphenyl-1H-indol-3-yl)propyl]-4-piperidinyl}phenyl)-2-methylpropanamide), CC(C(=O)NC1=CC(=CC=C1)C1CCN(CC1)CCCC(C1=CC=CC=C1)=O)C (2-methyl-N-{3-[1-(4-oxo-4-phenylbutyl)-4-piperidinyl]phenyl}propanamide), N(N)C1=NC=CC=C1 (2-hydrazinopyridine). Product: CC(C(=O)NC1=CC(=CC=C1)C1CCN(CC1)CCC\C(=N/NC1=NC=CC=C1)\C1=CC=CC=C1)C (2-methyl-N-(3-{1-[(4E)-4-phenyl-4-(2-pyridinylhydrazono)butyl]-4-piperidinyl}phenyl)propanamide). Yield: 23.2%. RXN SMILES: C1(N2C3C(=CC=CC=3)C(CCCN3CCC(C4C=C(NC(=O)C(C)C)C=CC=4)CC3)=C2C2C=CC=CC=2)C=CC=CC=1.[CH3:43][CH:44]([CH3:71])[C:45]([NH:47][C:48]1[CH:53]=[CH:52][CH:51]=[C:50]([CH:54]2[CH2:59][CH2:58][N:57]([CH2:60][CH2:61][CH2:62][C:63](=O)[C:64]3[CH:69]=[CH:68][CH:67]=[CH:66][CH:65]=3)[CH2:56][CH2:55]2)[CH:49]=1)=[O:46].[NH:72]([C:74]1[CH:79]=[CH:78][CH:77]=[CH:76][N:75]=1)[NH2:73]>>[CH3:43][CH:44]([CH3:71])[C:45]([NH:47][C:48]1[CH:53]=[CH:52][CH:51]=[C:50]([CH:54]2[CH2:59][CH2:58][N:57]([CH2:60][CH2:61][CH2:62]/[C:63](/[C:64]3[CH:69]=[CH:68][CH:67]=[CH:66][CH:65]=3)=[N:73]\[NH:72][C:74]3[CH:79]=[CH:78][CH:77]=[CH:76][N:75]=3)[CH2:56][CH2:55]2)[CH:49]=1)=[O:46]. Procedure details: According to the procedure used for the synthesis of N-(3-{1-[3-(1,2-diphenyl-1H-indol-3-yl)propyl]-4-piperidinyl}phenyl)-2-methylpropanamide, 2-methyl-N-{3-[1-(4-oxo-4-phenylbutyl)-4-piperidinyl]phenyl}propanamide (8.70 mg, 0.0223 mmol) and 2-hydrazinopyridine (2.92 mg, 0.0268 mmol) provided 2-methyl-N-(3-{1-[(4E)-4-phenyl-4-(2-pyridinylhydrazono)butyl]-4-piperidinyl}phenyl)propanamide (2.5 mg, 24%). 1H NMR (400 MHz, CDCl3) δ 7.97 (d, 1H, J=8.6 Hz), 7.85 (d, 1H, J=7.3 Hz), 7.64–7.27 (m, 9H), 7.... Starting materials: C([O-])([O-])=O.[Na+].[Na+] (sodium carbonate), CC1=C(COC(=O)Cl)C=CC=C1 (2-methylbenzyloxycarbonyl choride), aqueous solution, N[C@@H](CC1=CC=C(C=C1)O)CO (tyrosinol). The solvent is O (water), C(C)(=O)OCC (ethyl acetate). Yields the product CC1=C(COC(=O)N[C@@H](CC2=CC=C(C=C2)O)CO)C=CC=C1 (N-(2-methylbenzyloxycarbonyl)-tyrosinol). Isolated yield 72.9%. RXN SMILES: [NH2:1][C@H:2]([CH2:11][OH:12])[CH2:3][C:4]1[CH:9]=[CH:8][C:7]([OH:10])=[CH:6][CH:5]=1.[CH3:13][C:14]1[CH:24]=[CH:23][CH:22]=[CH:21][C:15]=1[CH2:16][O:17][C:18](Cl)=[O:19].C(=O)([O-])[O-].[Na+].[Na+]>O.C(OCC)(=O)C>[CH3:13][C:14]1[CH:24]=[CH:23][CH:22]=[CH:21][C:15]=1[CH2:16][O:17][C:18]([NH:1][C@H:2]([CH2:11][OH:12])[CH2:3][C:4]1[CH:9]=[CH:8][C:7]([OH:10])=[CH:6][CH:5]=1)=[O:19] |f:2.3.4|. Reported procedure: In a mixture of 10 ml of water and 20 ml of ethyl acetate, 1.6 g of tyrosinol was dissolved. To the solution were added dropwise 2 g of 2-methylbenzyloxycarbonyl choride and 10 ml of an aqueous solution containing 1.3 g of sodium carbonate alternately with stirring while cooling with ice. After stirring for two hours at room temperature, the ethyl acetate layer was collected and washed with 5% hydrochloric acid and then with water. The layer was dried and concentrated to dryness. The residue was... Starting materials: C(C)(C)(C)OC(NC1(CCC1)C1=CC=C(C=C1)C1=NC=2N(N=C3C=CC(=CC23)F)C(=C1C1=CC=CC=C1)NC)=O ((1-{4-[9-Fluoro-4-(methylamino)-3-phenylpyrimido[1,2-b]indazol-2-yl]phenyl}cyclobutyl)carbamic acid tert-butyl ester), Cl (hydrogen chloride). Solvent: O1CCOCC1 (dioxane). The product is NC1(CCC1)C1=CC=C(C=C1)C1=NC=2N(N=C3C=CC(=CC23)F)C(=C1C1=CC=CC=C1)NC (2-[4-(1-Aminocyclobutyl)phenyl]-9-fluoro-N-methyl-3-phenylpyrimido[1,2-b]indazol-4-amine). Isolated yield 11.0%. RXN SMILES: C(OC(=O)[NH:7][C:8]1([C:12]2[CH:17]=[CH:16][C:15]([C:18]3[C:31]([C:32]4[CH:37]=[CH:36][CH:35]=[CH:34][CH:33]=4)=[C:30]([NH:38][CH3:39])[N:21]4[N:22]=[C:23]5[C:28]([CH:27]=[C:26]([F:29])[CH:25]=[CH:24]5)=[C:20]4[N:19]=3)=[CH:14][CH:13]=2)[CH2:11][CH2:10][CH2:9]1)(C)(C)C.Cl>O1CCOCC1>[NH2:7][C:8]1([C:12]2[CH:13]=[CH:14][C:15]([C:18]3[C:31]([C:32]4[CH:33]=[CH:34][CH:35]=[CH:36][CH:37]=4)=[C:30]([NH:38][CH3:39])[N:21]4[N:22]=[C:23]5[C:28]([CH:27]=[C:26]([F:29])[CH:25]=[CH:24]5)=[C:20]4[N:19]=3)=[CH:16][CH:17]=2)[CH2:9][CH2:10][CH2:11]1. Procedure details: 608 mg (1.13 mmol) (1-{4-[9-Fluoro-4-(methylamino)-3-phenylpyrimido[1,2-b]indazol-2-yl]phenyl}cyclobutyl)carbamic acid tert-butyl ester were treated with 4M hydrogen chloride in dioxane as described in the previous example. Purification by HPLC gave 54.3 mg (10.4%) of the title compound. The reactants are F[B-](F)(F)F, CS(C)=O, COC(=O)Nc1ccc(Sc2ccc(C(=O)O)cc2Nc2ncnc3nc(C(C)C)ccc23)cc1, CCN(C(C)C)C(C)C, CC(C)(N)COP(=O)(OC(C)(C)C)OC(C)(C)C, CN(C)C(On1nnc2ccccc21)=[N+](C)C. Yields the product COC(=O)Nc1ccc(Sc2ccc(C(=O)NC(C)(C)COP(=O)(OC(C)(C)C)OC(C)(C)C)cc2Nc2ncnc3nc(C(C)C)ccc23)cc1. RXN SMILES: [B-:36]([F:37])([F:38])([F:39])[F:40].[CH3:85][S:86]([CH3:87])=[O:88].[CH:1]([CH3:2])([CH3:3])[c:4]1[cH:5][cH:6][c:7]2[c:8]([n:9][cH:10][n:11][c:12]2[NH:13][c:14]2[cH:15][c:16]([C:17](=[O:18])[OH:19])[cH:20][cH:21][c:22]2[S:23][c:24]2[cH:25][cH:26][c:27]([NH:30][C:31](=[O:32])[O:33][CH3:34])[cH:28][cH:29]2)[n:35]1.[CH:76]([N:77]([CH2:78][CH3:79])[CH:80]([CH3:81])[CH3:82])([CH3:83])[CH3:84].[P:58](=[O:59])([O:60][CH2:61][C:62]([CH3:63])([CH3:64])[NH2:65])([O:66][C:67]([CH3:68])([CH3:69])[CH3:70])[O:71][C:72]([CH3:73])([CH3:74])[CH3:75].[n:41]1([O:42][C:43]([N:44]([CH3:45])[CH3:46])=[N+:47]([CH3:48])[CH3:49])[c:50]2[cH:51][cH:52][cH:53][cH:54][c:55]2[n:56][n:57]1>>[CH:1]([CH3:2])([CH3:3])[c:4]1[cH:5][cH:6][c:7]2[c:8]([n:9][cH:10][n:11][c:12]2[NH:13][c:14]2[cH:15][c:16]([C:17](=[O:18])[NH:65][C:62]([CH2:61][O:60][P:58](=[O:59])([O:66][C:67]([CH3:68])([CH3:69])[CH3:70])[O:71][C:72]([CH3:73])([CH3:74])[CH3:75])([CH3:63])[CH3:64])[cH:20][cH:21][c:22]2[S:23][c:24]2[cH:25][cH:26][c:27]([NH:30][C:31](=[O:32])[O:33][CH3:34])[cH:28][cH:29]2)[n:35]1.